The task is: describe an organic reaction: reactants, conditions, products, and yield. This data is from the Open Reaction Database (ORD), a public repository of structured organic reaction records. Reactants: BrC1=CC=C(C=C1)OC (4-bromoanisole), Grignard reagent, [Cl-].[NH4+] (ammonium chloride), [Mg] (magnesium), CN(C)C(C1C(CCCC1)=O)C1=CC=CC=C1 (2-(dimethylaminophenylmethyl)cyclohexanone), crude base. Solvent: O1CCCC1 (tetrahydrofuran), O1CCCC1 (tetrahydrofuran), O1CCCC1 (tetrahydrofuran). Yields the product Cl.CN(C)C(C1C(CCCC1)(O)C1=CC=C(C=C1)OC)C1=CC=CC=C1 (2-(dimethylaminophenylmethyl)-1-(4-methoxyphenyl)cyclohexanol, hydrochloride). Isolated yield 37.2%. As a reaction SMILES: [Mg].Br[C:3]1[CH:8]=[CH:7][C:6]([O:9][CH3:10])=[CH:5][CH:4]=1.[CH3:11][N:12]([CH:14]([C:22]1[CH:27]=[CH:26][CH:25]=[CH:24][CH:23]=1)[CH:15]1[CH2:20][CH2:19][CH2:18][CH2:17][C:16]1=[O:21])[CH3:13].[Cl-:28].[NH4+]>O1CCCC1>[ClH:28].[CH3:13][N:12]([CH:14]([C:22]1[CH:23]=[CH:24][CH:25]=[CH:26][CH:27]=1)[CH:15]1[CH2:20][CH2:19][CH2:18][CH2:17][C:16]1([C:3]1[CH:8]=[CH:7][C:6]([O:9][CH3:10])=[CH:5][CH:4]=1)[OH:21])[CH3:11] |f:3.4,6.7|. Reported procedure: 0.88 g (36.3 mmole) of magnesium turnings was stirred in 10 ml of tetrahydrofuran of analysis purity. 4.55 ml (36.3 mmole) of 4-bromoanisole dissolved in 30 ml of tetrahydrofuran were added dropwise so that the reaction mixture boiled gently. After completion of the addition the reaction mixture was stirred for a further hour at RT. 7.0 g (30.3 mmole) of 2-(dimethylaminophenylmethyl)cyclohexanone prepared according to Example 1 were dissolved in 10 ml of tetrahydrofuran, added dropwise to the Gr... Reactants: NC1=NC=CC=C1 (aminopyridine), C(CC)(=O)CC(=O)OCC (ethyl propionylacetate), CC(=O)O (AcOH), C(C)(=O)O (acetic acid), BrBr (bromine). The solvent is O (water). Run at time 2 hour. Yields the product BrC1=C(N=C2N(C1=O)C=CC=C2)CC (3-Bromo-2-ethyl-4H-pyrido[1,2-a]pyrimidin-4-one). Isolated yield 89.9%. Reaction SMILES: [NH2:1][C:2]1[CH:7]=[CH:6][CH:5]=[CH:4][N:3]=1.[C:8]([CH2:12][C:13]([O:15]CC)=O)(=O)[CH2:9][CH3:10].CC(O)=O.[Br:22]Br>O>[Br:22][C:12]1[C:13](=[O:15])[N:3]2[CH:4]=[CH:5][CH:6]=[CH:7][C:2]2=[N:1][C:8]=1[CH2:9][CH3:10]. Procedure details: A solution of aminopyridine (32.6 g, 347 mmol), ethyl propionylacetate (50.0 g, 347 mmol) and AcOH (250 ml) were heated at reflux overnight. The solution was cooled to room temperature and was added additional 250 ml of acetic acid. The reaction was cooled in a water batch. The resulting solution was treated with 17.8 ml of bromine drop-wise over approximately 10 min. After stirring at room temperature for 2 hours. The precipitate was filtered. The solid was washed with ether two times and 40% e... The reactants are CC=1C=C(C=C(C1O)C)C(C)(C)C1=CC(=C(C(=C1)C)O)C (2,2-bis-(3,5-dimethyl-4-hydroxyphenyl)-propane), OC1=CC=C(C=C1)C1(CCCCC1)C1=CC=C(C=C1)O (1,1-bis-(4-hydroxyphenyl)-cyclohexane), ClC=1C=C(C=C(C1O)Cl)C(C)(C)C1=CC(=C(C(=C1)Cl)O)Cl (2,2-bis-(3,5-dichloro-4-hydroxyphenyl)-propane), BrC=1C=C(C=C(C1O)Br)C(C)(C)C1=CC(=C(C(=C1)Br)O)Br (2,2-bis-(3,5-dibromo-4-hydroxyphenyl)-propane). Yields the product OC1=CC=C(C=C1)C(C)(C)C1=CC=C(C=C1)O (2,2-bis-(4-hydroxyphenyl)-propane). RXN SMILES: C[C:2]1[CH:3]=[C:4]([C:10]([C:13]2[CH:18]=[C:17](C)[C:16]([OH:20])=[C:15](C)[CH:14]=2)([CH3:12])[CH3:11])[CH:5]=[C:6](C)[C:7]=1[OH:8].ClC1C=C(C(C2C=C(Cl)C(O)=C(Cl)C=2)(C)C)C=C(Cl)C=1O.BrC1C=C(C(C2C=C(Br)C(O)=C(Br)C=2)(C)C)C=C(Br)C=1O.OC1C=CC(C2(C3C=CC(O)=CC=3)CCCCC2)=CC=1>>[OH:8][C:7]1[CH:2]=[CH:3][C:4]([C:10]([C:13]2[CH:14]=[CH:15][C:16]([OH:20])=[CH:17][CH:18]=2)([CH3:12])[CH3:11])=[CH:5][CH:6]=1. Reported procedure: 2,2-bis-(3,5-dimethyl-4-hydroxyphenyl)-propane; 2,2-bis-(3,5-dichloro-4-hydroxyphenyl)-propane; 2,2-bis-(3,5-dibromo-4-hydroxyphenyl)-propane and 1,1-bis-(4-hydroxyphenyl)-cyclohexane. As a reaction SMILES: [C:1](=[O:2])([CH3:3])[N:4]1[C:5](=[O:16])[C:6]([CH3:14])([CH3:15])[c:7]2[cH:8][cH:9][c:10]([Br:13])[cH:11][c:12]21.[CH3:19][CH2:20][OH:21].[Na+:18].[OH-:17]>>[NH:4]1[C:5](=[O:16])[C:6]([CH3:14])([CH3:15])[c:7]2[cH:8][cH:9][c:10]([Br:13])[cH:11][c:12]21. The reactants are CC(=O)N1C(=O)C(C)(C)c2ccc(Br)cc21, CCO, [Na+], [OH-]. Product: CC1(C)C(=O)Nc2cc(Br)ccc21. Starting materials: ClC=1SC(=C(N1)C1=NC=NN1C)C(=O)OC (Methyl 2-chloro-4-(1-methyl-1H-1,2,4-triazol-5-yl)-1,3-thiazole-5-carboxylate), ClC=1SC(=C(N1)C1=NC=NN1C)C(=O)OC (Methyl 2-chloro-4-(1-methyl-1H-1,2,4-triazol-5-yl)-1,3-thiazole-5-carboxylate), ClC1=C(NC(=C1Cl)C)C(=O)N[C@H]1[C@H](CNCC1)OCC=C (3,4-dichloro-5-methyl-N-[(3S,4R)-3-(prop-2-en-1-yloxy)piperidin-4-yl]-1H-pyrrole-2-carboxamide), ClC1=C(NC(=C1Cl)C)C(=O)N[C@H]1[C@H](CNCC1)OCC=C (3,4-dichloro-5-methyl-N-[(3S,4R)-3-(prop-2-en-1-yloxy)piperidin-4-yl]-1H-pyrrole-2-carboxamide), C(C)(C)N(C(C)C)CC (N,N-diisopropylethylamine), O (water). Run in CN1C(CCC1)=O (N-methyl 2-pyrrolidinone). Run at temperature 80 celsius, time 8 hour. The product is ClC1=C(NC(=C1Cl)C)C(=O)N[C@H]1[C@H](CN(CC1)C=1SC(=C(N1)C1=NC=NN1C)C(=O)OC)OCC=C (Methyl 2-[(3S,4R)-4-{[(3,4-dichloro-5-methyl-1H-pyrrol-2-yl)carbonyl]amino}-3-(prop-2-en-1-yloxy)piperidin-1-yl]-4-(1-methyl-1H-1,2,4-triazol-5-yl)-1,3-thiazole-5-carboxylate). Isolated yield 5.4%. Reaction SMILES: Cl[C:2]1[S:3][C:4]([C:13]([O:15][CH3:16])=[O:14])=[C:5]([C:7]2[N:11]([CH3:12])[N:10]=[CH:9][N:8]=2)[N:6]=1.[Cl:17][C:18]1[C:22]([Cl:23])=[C:21]([CH3:24])[NH:20][C:19]=1[C:25]([NH:27][C@@H:28]1[CH2:33][CH2:32][NH:31][CH2:30][C@@H:29]1[O:34][CH2:35][CH:36]=[CH2:37])=[O:26].C(N(CC)C(C)C)(C)C.O>CN1CCCC1=O>[Cl:17][C:18]1[C:22]([Cl:23])=[C:21]([CH3:24])[NH:20][C:19]=1[C:25]([NH:27][C@@H:28]1[CH2:33][CH2:32][N:31]([C:2]2[S:3][C:4]([C:13]([O:15][CH3:16])=[O:14])=[C:5]([C:7]3[N:11]([CH3:12])[N:10]=[CH:9][N:8]=3)[N:6]=2)[CH2:30][C@@H:29]1[O:34][CH2:35][CH:36]=[CH2:37])=[O:26]. Procedure details: Methyl 2-chloro-4-(1-methyl-1H-1,2,4-triazol-5-yl)-1,3-thiazole-5-carboxylate (Intermediate 2, 77.91 mg, 3.02 mmol) was added to a solution of 3,4-dichloro-5-methyl-N-[(3S,4R)-3-(prop-2-en-1-yloxy)piperidin-4-yl]-1H-pyrrole-2-carboxamide (Intermediate 20, 100 mg, 3.02 mmol) and N,N-diisopropylethylamine (0.362 mL, 0.06 mM) in N-methyl 2-pyrrolidinone (1.5 mL) and the resulting reaction mixture was stirred overnight at 80° C. The reaction mixture was cooled to room temperature and poured into wat... The reactants are Cl (hydrochloric acid), COC=1C=C(C=C(C1OC)OC)C#C/C=C/C(=O)N1CCC(CC1)CC(CC1CCN(CC1)C(\C=C\C#CC1=CC(=C(C(=C1)OC)OC)OC)=O)CN(C)C (1,3-bis[1-[(E)-5-(3,4,5-trimethoxyphenyl)-2-penten-4-ynoyl]-4-piperidinyl]-2-[(dimethylamino)methyl]propane). The solvent is C(C)O (ethanol). Product: Cl.COC=1C=C(C=C(C1OC)OC)C#C/C=C/C(=O)N1CCC(CC1)CC(CC1CCN(CC1)C(\C=C\C#CC1=CC(=C(C(=C1)OC)OC)OC)=O)CN(C)C (1,3-bis[1-[(E)-5-(3,4,5-Trimethoxyphenyl)-2-penten-4-ynoyl]-4-piperidinyl]-2-[(dimethylamino)methyl]propane Hydrochloride). Reaction SMILES: [ClH:1].[CH3:2][O:3][C:4]1[CH:5]=[C:6]([C:14]#[C:15]/[CH:16]=[CH:17]/[C:18]([N:20]2[CH2:25][CH2:24][CH:23]([CH2:26][CH:27]([CH2:53][N:54]([CH3:56])[CH3:55])[CH2:28][CH:29]3[CH2:34][CH2:33][N:32]([C:35](=[O:52])/[CH:36]=[CH:37]/[C:38]#[C:39][C:40]4[CH:45]=[C:44]([O:46][CH3:47])[C:43]([O:48][CH3:49])=[C:42]([O:50][CH3:51])[CH:41]=4)[CH2:31][CH2:30]3)[CH2:22][CH2:21]2)=[O:19])[CH:7]=[C:8]([O:12][CH3:13])[C:9]=1[O:10][CH3:11]>C(O)C>[ClH:1].[CH3:2][O:3][C:4]1[CH:5]=[C:6]([C:14]#[C:15]/[CH:16]=[CH:17]/[C:18]([N:20]2[CH2:25][CH2:24][CH:23]([CH2:26][CH:27]([CH2:53][N:54]([CH3:56])[CH3:55])[CH2:28][CH:29]3[CH2:34][CH2:33][N:32]([C:35](=[O:52])/[CH:36]=[CH:37]/[C:38]#[C:39][C:40]4[CH:41]=[C:42]([O:50][CH3:51])[C:43]([O:48][CH3:49])=[C:44]([O:46][CH3:47])[CH:45]=4)[CH2:31][CH2:30]3)[CH2:22][CH2:21]2)=[O:19])[CH:7]=[C:8]([O:12][CH3:13])[C:9]=1[O:10][CH3:11] |f:3.4|. Reported procedure: Concentrated hydrochloric acid (0.020 ml; 0.24 mmol) was added to a solution of 1,3-bis[1-[(E)-5-(3,4,5-trimethoxyphenyl)-2-penten-4-ynoyl]-4-piperidinyl]-2-[(dimethylamino)methyl]propane (46 mg; 0.061 mmol) in ethanol (5 ml) and the reaction mixture was concentrated under reduced pressure. A process of adding ethanol (10 ml) to the residue and concentrating the mixture under reduced pressure was performed twice to obtain the title compound as a pale yellow amorphous powder. The reactants are C(C)(=O)C1=C(C(=O)OCC)C=CC(=N1)OC (Ethyl 2-acetyl-6-methoxynicotinate), O.[OH-].[Li+] (lithium hydroxide monohydrate). Solvent: CO (methanol), O (water). Conditions: time 1.5 hour. Product: C(C)(=O)C1=C(C(=O)O)C=CC(=N1)OC (2-acetyl-6-methoxynicotinic acid). RXN SMILES: [C:1]([C:4]1[N:14]=[C:13]([O:15][CH3:16])[CH:12]=[CH:11][C:5]=1[C:6]([O:8]CC)=[O:7])(=[O:3])[CH3:2].O.[OH-].[Li+]>CO.O>[C:1]([C:4]1[N:14]=[C:13]([O:15][CH3:16])[CH:12]=[CH:11][C:5]=1[C:6]([OH:8])=[O:7])(=[O:3])[CH3:2] |f:1.2.3|. Procedure details: Ethyl 2-acetyl-6-methoxynicotinate (0.92 g, 4.13 mmol) in 20 ml of methanol is stirred with lithium hydroxide monohydrate (0.18 g, 4.20 mmol) in 3 ml of water. After 1.5 hours, the water and methanol are removed by rotoevaporation The residue is dissolved in chloroform and 3N hydrochloric acid. The aqueous phase is extracted with chloroform and the combined organic extracts are washed with brine and dried and the solvent is removed to give 2-acetyl-6-methoxynicotinic acid. The reactants are CCOC(=O)CCN(CC(=O)OCC)C(=O)OCc1ccccc1, CC(C)(C)[O-], CC(=O)O, Cc1ccccc1, [K+], O. Product: CCOC(=O)C1CN(C(=O)OCc2ccccc2)CC1=O. RXN SMILES: [CH2:7]([CH3:8])[O:9][C:10]([CH2:11][CH2:12][N:13]([CH2:14][C:15](=[O:16])[O:17][CH2:18][CH3:19])[C:20](=[O:21])[O:22][CH2:23][c:24]1[cH:25][cH:26][cH:27][cH:28][cH:29]1)=[O:30].[CH3:1][C:2]([CH3:3])([O-:4])[CH3:5].[CH3:31][C:32](=[O:33])[OH:34].[CH3:35][c:36]1[cH:37][cH:38][cH:39][cH:40][cH:41]1.[K+:6].[OH2:42]>>[CH2:7]([CH3:8])[O:9][C:10]([CH:11]1[CH2:12][N:13]([C:20](=[O:21])[O:22][CH2:23][c:24]2[cH:25][cH:26][cH:27][cH:28][cH:29]2)[CH2:14][C:15]1=[O:16])=[O:30]. The product is COc1ccc(Nc2ncc(-c3ccnnc3)cc2-c2nc(C)nc(N)n2)cn1. Starting materials: COc1ccc(CN(Cc2ccc(OC)cc2)c2nc(C)nc(-c3cc(-c4ccnnc4)cnc3Nc3ccc(OC)nc3)n2)cc1, O=C(O)C(F)(F)F. As a reaction SMILES: [CH3:1][O:2][c:3]1[cH:4][cH:5][c:6]([CH2:7][N:8]([c:9]2[n:10][c:11]([CH3:36])[n:12][c:13](-[c:15]3[c:16]([NH:27][c:28]4[cH:29][n:30][c:31]([O:34][CH3:35])[cH:32][cH:33]4)[n:17][cH:18][c:19](-[c:21]4[cH:22][n:23][n:24][cH:25][cH:26]4)[cH:20]3)[n:14]2)[CH2:37][c:38]2[cH:39][cH:40][c:41]([O:42][CH3:43])[cH:44][cH:45]2)[cH:46][cH:47]1.[F:48][C:49]([F:50])([F:51])[C:52]([OH:53])=[O:54]>>[NH2:8][c:9]1[n:10][c:11]([CH3:36])[n:12][c:13](-[c:15]2[c:16]([NH:27][c:28]3[cH:29][n:30][c:31]([O:34][CH3:35])[cH:32][cH:33]3)[n:17][cH:18][c:19](-[c:21]3[cH:22][n:23][n:24][cH:25][cH:26]3)[cH:20]2)[n:14]1. The solvent is CO (methanol). Reported procedure: 4,5,6-Trifluoro-1-(2,3-di-O-acetyl-5-deoxy-beta-D-ribofuranosyl)-N-(1-methylethyl)-1H-benzimidazol-2-amine (0.42 g, 1.02 mmol), ethanol (10 mL), sodium carbonate (0.19 g, 1.79 mmol), water (2 mL) and methanol (5 mL) were used according to general procedure III. The title compound was purified by silica gel chromatography using 10:1 dichloromethane-methanol as eluant to provide a white solid (0.26 g, 75%); m.p. 148-151° C.; 1H NMR (DMSO-d6) δ: 7.10 (m, 1H, Ar—H), 6.68 (d, J=7.5 Hz, NH), 5.70 (d, ... RXN SMILES: [F:1][C:2]1[C:10]2[N:9]=[C:8]([NH:11][CH:12]([CH3:14])[CH3:13])[N:7]([C@@H:15]3[O:27][C@H:26]([CH3:28])[C@@H:21]([O:22]C(=O)C)[C@H:16]3[O:17]C(=O)C)[C:6]=2[CH:5]=[C:4]([F:29])[C:3]=1[F:30].C(O)C.C(=O)([O-])[O-].[Na+].[Na+].O>CO>[F:1][C:2]1[C:10]2[N:9]=[C:8]([NH:11][CH:12]([CH3:14])[CH3:13])[N:7]([C@@H:15]3[O:27][C@H:26]([CH3:28])[C@@H:21]([OH:22])[C@H:16]3[OH:17])[C:6]=2[CH:5]=[C:4]([F:29])[C:3]=1[F:30] |f:2.3.4|. Yields the product FC1=C(C(=CC=2N(C(=NC21)NC(C)C)[C@H]2[C@H](O)[C@H](O)[C@H](O2)C)F)F (4,5,6-Trifluoro-1-(5-deoxy-beta-D-ribofuranosyl)-N-(1-methylethyl)-1H-benzimidazol-2-amine). The reactants are FC1=C(C(=CC=2N(C(=NC21)NC(C)C)[C@H]2[C@H](OC(C)=O)[C@H](OC(C)=O)[C@H](O2)C)F)F (4,5,6-Trifluoro-1-(2,3-di-O-acetyl-5-deoxy-beta-D-ribofuranosyl)-N-(1-methylethyl)-1H-benzimidazol-2-amine), O (water), C(C)O (ethanol), C([O-])([O-])=O.[Na+].[Na+] (sodium carbonate). Isolated yield 73.8%.